From a dataset of the Open Reaction Database (ORD), a public repository of structured organic reaction records. describe an organic reaction: reactants, conditions, products, and yield Reactants: CC(C)(C)OC(=O)N1Cc2nc3cnc4ccccc4c3n2CC(O[Si](C)(C)C(C)(C)C)C1, ClCCl, O=C(O)C(F)(F)F. The product is CC(C)(C)[Si](C)(C)OC1CNCc2nc3cnc4ccccc4c3n2C1. RXN SMILES: [C:8]([CH3:9])([CH3:10])([CH3:11])[Si:12]([O:13][CH:14]1[CH2:15][N:16]([C:32]([O:33][C:34]([CH3:35])([CH3:36])[CH3:37])=[O:38])[CH2:17][c:18]2[n:19]([c:20]3[c:21]([cH:22][n:23][c:24]4[cH:25][cH:26][cH:27][cH:28][c:29]34)[n:30]2)[CH2:31]1)([CH3:39])[CH3:40].[Cl:41][CH2:42][Cl:43].[OH:1][C:2]([C:3]([F:4])([F:5])[F:6])=[O:7]>>[C:8]([CH3:9])([CH3:10])([CH3:11])[Si:12]([O:13][CH:14]1[CH2:15][NH:16][CH2:17][c:18]2[n:19]([c:20]3[c:21]([cH:22][n:23][c:24]4[cH:25][cH:26][cH:27][cH:28][c:29]34)[n:30]2)[CH2:31]1)([CH3:39])[CH3:40]. Reactants: C(C(=O)Cl)(=O)Cl (Oxalyl chloride), C1(=CC=CC=C1)N1N=C(C2=C1C=1C=CC=CC1S(C2)(=O)=O)C(=O)O (1-phenyl-1,4-dihydrothiochromeno[4,3-c]pyrazole-3-carboxylic acid 5,5-dioxide), N1CCOCC1 (morpholine). Reagents/catalysts: CN(C)C=O (DMF). Run in C(Cl)Cl (DCM), Cl (HCl). Conditions: time 30 minute. Yields the product N1(CCOCC1)C(=O)C=1C2=C(N(N1)C1=CC=CC=C1)C=1C=CC=CC1S(C2)(=O)=O (3-(morpholin-4-ylcarbonyl)-1-phenyl-1,4-dihydrothiochromeno[4,3-c]pyrazole 5,5-dioxide). As a reaction SMILES: [C:1]1([N:7]2[C:11]3[C:12]4[CH:13]=[CH:14][CH:15]=[CH:16][C:17]=4[S:18](=[O:21])(=[O:20])[CH2:19][C:10]=3[C:9]([C:22](O)=[O:23])=[N:8]2)[CH:6]=[CH:5][CH:4]=[CH:3][CH:2]=1.C(Cl)(=O)C(Cl)=O.[NH:31]1[CH2:36][CH2:35][O:34][CH2:33][CH2:32]1>C(Cl)Cl.CN(C=O)C.Cl>[N:31]1([C:22]([C:9]2[C:10]3[CH2:19][S:18](=[O:20])(=[O:21])[C:17]4[CH:16]=[CH:15][CH:14]=[CH:13][C:12]=4[C:11]=3[N:7]([C:1]3[CH:2]=[CH:3][CH:4]=[CH:5][CH:6]=3)[N:8]=2)=[O:23])[CH2:36][CH2:35][O:34][CH2:33][CH2:32]1. Procedure: 1-phenyl-1,4-dihydrothiochromeno[4,3-c]pyrazole-3-carboxylic acid 5,5-dioxide (150.00 mg; 0.44 mmol; 1.00 Eq) is suspended in DCM (4.00 ml) and 2 drops of DMF and then Oxalyl chloride (3 mL) is added dropwise. The reaction mixture is stirred at room temperature for 30 min. The solution is evaporated to dryness. The residue is suspended in DCM (4.00 ml) and morpholine (350.00 μL; 4.02 mmol; 9.12 Eq) is added dropwise. The reaction mixture is stirred at rt for 30 min then diluted with aq. solution... The reactants are ClC=1C=C(NC=2C3=C(N=CN2)NC(=C3)CO)C=CC1 (4-(3-chloro-anilino)-6-hydroxymethyl-7H-pyrrolo[2,3-d]pyrimidin), ice, ClC=1C=C(NC=2C3=C(N=CN2)NC(=C3)CBr)C=CC1 (4-(3-chloro-anilino)-6-bromomethyl-7H-pyrrolo[2,3-d]pyrimidin), C[O-].[Na+] (sodium methanolate), P(Br)(Br)Br (phosphorus tribromide). The solvent is C(C)OCC (diethyl ether), CO (methanol). Run at time 2 hour. The product is ClC=1C=C(NC=2C3=C(N=CN2)NC(=C3)COC)C=CC1 (4-(3-Chloro-anilino)-6-methoxymethyl-7H-pyrrolo[2,3-d]pyrimidine). As a reaction SMILES: [Cl:1][C:2]1[CH:3]=[C:4]([CH:17]=[CH:18][CH:19]=1)[NH:5][C:6]1[C:7]2[CH:14]=[C:13]([CH2:15][OH:16])[NH:12][C:8]=2[N:9]=[CH:10][N:11]=1.P(Br)(Br)Br.Cl[C:25]1C=C(C=CC=1)NC1C2C=C(CBr)NC=2N=CN=1.C[O-].[Na+]>C(OCC)C.CO>[Cl:1][C:2]1[CH:3]=[C:4]([CH:17]=[CH:18][CH:19]=1)[NH:5][C:6]1[C:7]2[CH:14]=[C:13]([CH2:15][O:16][CH3:25])[NH:12][C:8]=2[N:9]=[CH:10][N:11]=1 |f:3.4|. Reported procedure: To an ice cooled suspension of 82.5 mg (0.30 mmol) of 4-(3-chloro-anilino)-6-hydroxymethyl-7H-pyrrolo[2,3-d]pyrimidin (cf. Example 49) in 5 ml of diethyl ether are added under argon 14 μl (0.15 mmol) of phosphorus tribromide. After stirring for 18 h at 0° C. and 18 h at RT (→4-(3-chloro-anilino)-6-bromomethyl-7H-pyrrolo[2,3-d]pyrimidin), 2 ml of methanol are added. The mixture is stirred for 2 h and then 1 ml of sodium methanolate (5.4 M in methanol) is added dropwise. After 18 h, the mixture is... Starting materials: O (Water), N=1C(=CN2C1C=CC=C2)C2=CC=C(C=O)C=C2 (4-imidazo[1,2-a]pyridin-2-ylbenzaldehyde), [Cl-].[NH4+] (ammonium chloride), C[Mg]Br (Methyl magnesium bromide). Solvent: O1CCCC1 (tetrahydrofuran). Product: N=1C(=CN2C1C=CC=C2)C2=CC=C(C=C2)C(C)O (1-(4-imidazo[1,2-a]pyridin-2-ylphenyl)-1-ethanol). Reaction SMILES: [N:1]1[C:2]([C:10]2[CH:17]=[CH:16][C:13]([CH:14]=[O:15])=[CH:12][CH:11]=2)=[CH:3][N:4]2[CH:9]=[CH:8][CH:7]=[CH:6][C:5]=12.[CH3:18][Mg]Br.[Cl-].[NH4+].O>O1CCCC1>[N:1]1[C:2]([C:10]2[CH:17]=[CH:16][C:13]([CH:14]([OH:15])[CH3:18])=[CH:12][CH:11]=2)=[CH:3][N:4]2[CH:9]=[CH:8][CH:7]=[CH:6][C:5]=12 |f:2.3|. Reported procedure: Subsequently, 4-imidazo[1,2-a]pyridin-2-ylbenzaldehyde g) was dissolved in tetrahydrofuran (100 mL), followed by stirring under ice cooling. Methyl magnesium bromide (3.0M diethyl ether solution, 4.4 mL) was added dropwise to the reaction mixture, followed by stirring at room temperature for 1 hour. Saturated aqueous ammonium chloride solution (5 mL) was added dropwise to the reaction mixture, followed by stirring at room temperature for 1 hour. Water was added to the reaction mixture, and the m... Starting materials: ClCl (chlorine), C1=CC(=CC=C1O)C (p-cresol), O (water). Run in C(Cl)(Cl)(Cl)Cl (carbon tetrachloride). Conditions: time 16 hour. Product: C1=CC(=CC=C1O)C (p-cresol), ClC1=CC(=CC=C1O)C (2-chloro-p-cresol). The yield is 3.3%. RXN SMILES: [Cl:1]Cl.[CH:3]1[C:8]([OH:9])=[CH:7][CH:6]=[C:5]([CH3:10])[CH:4]=1.O>C(Cl)(Cl)(Cl)Cl>[CH:7]1[C:8]([OH:9])=[CH:3][CH:4]=[C:5]([CH3:10])[CH:6]=1.[Cl:1][C:7]1[C:8]([OH:9])=[CH:3][CH:4]=[C:5]([CH3:10])[CH:6]=1. Reported procedure: Four grams of chlorine was bubbled through a stirred solution of 10.8 g of p-cresol (10 mmoles) in 100 ml of carbon tetrachloride for about 30 minutes. A five-gram sample, removed and analyzed and showed 46.9% p-cresol and 53.1% 2-chloro-p-cresol. Then 0.1 ml of ethanol and 10.00 g powdered anhydrous calcium bromide were added to the chlorinated p-cresol mixture. The mixture was stirred in the absence of atmospheric moisture for about 16 hours. A washed-and-dried solid was obtained weighing 10.4... As a reaction SMILES: [Br:1][c:2]1[c:3]2[cH:4][c:5]([CH3:20])[n:6]([S:11]([c:12]3[cH:13][cH:14][cH:15][cH:16][cH:17]3)(=[O:18])=[O:19])[c:7]2[cH:8][cH:9][cH:10]1.[CH2:26]([CH2:27][O:28][CH3:29])[O:30][CH3:31].[CH3:21][CH2:22][OH:23].[Na+:25].[OH-:24]>>[Br:1][c:2]1[c:3]2[cH:4][c:5]([CH3:20])[nH:6][c:7]2[cH:8][cH:9][cH:10]1. Reactants: Cc1cc2c(Br)cccc2n1S(=O)(=O)c1ccccc1, COCCOC, CCO, [Na+], [OH-]. The product is Cc1cc2c(Br)cccc2[nH]1. The reactants are NC=1C=C(C(=CC1)OC)C=1OC2=C(N1)C=C(C=C2)C=2OC1=C(C2)C=CC=C1 (2-(3-amino-6-methoxyphenyl)-5-(2-benzofuranyl)benzoxazole), C1=CC2=C(C=C1C(=O)O)C(=O)OC2=O (1,2,4-benzenetricarboxylic anhydride). The product is COC1=CC=C(C=C1C=1OC2=C(N1)C=C(C=C2)C=2OC1=C(C2)C=CC=C1)N1C(C2=CC=C(C=C2C1=O)C(=O)O)=O (2-[4-Methoxy-5-[5-(2-benzofuranyl)benzoxazol-2-yl]phenyl]-1,3-dioxo-2,3-dihydro-1H-isoindole-5-carboxylic acid). As a reaction SMILES: [NH2:1][C:2]1[CH:3]=[C:4]([C:10]2[O:11][C:12]3[CH:18]=[CH:17][C:16]([C:19]4[O:20][C:21]5[CH:27]=[CH:26][CH:25]=[CH:24][C:22]=5[CH:23]=4)=[CH:15][C:13]=3[N:14]=2)[C:5]([O:8][CH3:9])=[CH:6][CH:7]=1.[CH:28]1[C:33]([C:34]([OH:36])=[O:35])=[CH:32][C:31]2[C:37]([O:39][C:40](=O)[C:30]=2[CH:29]=1)=[O:38]>>[CH3:9][O:8][C:5]1[C:4]([C:10]2[O:11][C:12]3[CH:18]=[CH:17][C:16]([C:19]4[O:20][C:21]5[CH:27]=[CH:26][CH:25]=[CH:24][C:22]=5[CH:23]=4)=[CH:15][C:13]=3[N:14]=2)=[CH:3][C:2]([N:1]2[C:37](=[O:38])[C:31]3[C:30](=[CH:29][CH:28]=[C:33]([C:34]([OH:36])=[O:35])[CH:32]=3)[C:40]2=[O:39])=[CH:7][CH:6]=1. Reported procedure: Prepared by the method of Example 15f), from 2-(3-amino-6-methoxyphenyl)-5-(2-benzofuranyl)benzoxazole (105 mg, 0.29 mmol) and 1,2,4-benzenetricarboxylic anhydride (57 mg, 0.29 mmol) the title compound was obtained (98 mg, 63%). 1H NMR (DMSO) δ 13.74(s, 1H), 8.43(dd, 1H), 8.32(d, 2H), 8.21(d, 1H), 8.10(d, 1H), 8.02(dd, 1H), 7.92(d, 1H), 7.72(dd, 1H), 7.67(t, 2H), 7.54(s, 1H), 7.47(d, 1H), 7.31(m, 2H), 4.03(s, 3H). MS 531.2 m/z (M+H)+.